Dataset: the Open Reaction Database (ORD), a public repository of structured organic reaction records. Task: describe an organic reaction: reactants, conditions, products, and yield Starting materials: CC(Oc1ccc(Oc2ccc(C#N)cc2)cc1)C(=O)Cl, CCOC(=O)CC(=O)OCC, CCOC(=O)CC(=O)OCC, [Cl-], [Mg]. Product: CCOC(=O)C(Oc1ccc(Oc2ccc(C#N)cc2)cc1)C(=O)OCC. Reaction SMILES: [C:1](#[N:2])[c:3]1[cH:4][cH:5][c:6]([O:7][c:8]2[cH:9][cH:10][c:11]([O:12][CH:13]([CH3:14])[C:15]([Cl:16])=[O:17])[cH:18][cH:19]2)[cH:20][cH:21]1.[C:22]([CH2:23][C:24](=[O:25])[O:26][CH2:27][CH3:28])(=[O:29])[O:30][CH2:31][CH3:32].[C:34]([O:35][CH2:36][CH3:37])(=[O:38])[CH2:39][C:40]([O:41][CH2:42][CH3:43])=[O:44].[Cl-:45].[Mg:33]>>[C:1](#[N:2])[c:3]1[cH:4][cH:5][c:6]([O:7][c:8]2[cH:9][cH:10][c:11]([O:12][CH:23]([C:22](=[O:29])[O:30][CH2:31][CH3:32])[C:24](=[O:25])[O:26][CH2:27][CH3:28])[cH:18][cH:19]2)[cH:20][cH:21]1. RXN SMILES: [C:1]([N:11]1[CH2:18][C@@H:17]2[C@@H:13]([CH2:14][N:15]([C:19]3[CH:24]=[CH:23][C:22]([N:25]4[CH2:29][C@@H:28]([CH2:30]CS([O-])(=O)=O)[O:27][C:26]4=[O:36])=[CH:21][C:20]=3[F:37])[CH2:16]2)[CH2:12]1)([O:3][CH2:4][C:5]1[CH:10]=[CH:9][CH:8]=[CH:7][CH:6]=1)=[O:2].C1COCC1.C(O)(C)C.[OH-].[NH4+:48]>C(Cl)Cl>[C:1]([N:11]1[CH2:12][C@@H:13]2[C@@H:17]([CH2:16][N:15]([C:19]3[CH:24]=[CH:23][C:22]([N:25]4[CH2:29][C@H:28]([CH2:30][NH2:48])[O:27][C:26]4=[O:36])=[CH:21][C:20]=3[F:37])[CH2:14]2)[CH2:18]1)([O:3][CH2:4][C:5]1[CH:6]=[CH:7][CH:8]=[CH:9][CH:10]=1)=[O:2] |f:3.4|. The product is C(=O)(OCC1=CC=CC=C1)N1C[C@@H]2CN(C[C@@H]2C1)C1=C(C=C(C=C1)N1C(O[C@H](C1)CN)=O)F ((S)-[[3-[4-[cis-3-(carbobenzyloxy)-3,7-diazabicyclo[3.3.0]octan-7-yl]-3-fluorophenyl]-2-oxo-5-oxazolidinyl]methyl]amine). Solvent: C(Cl)Cl (methylene chloride). Reaction conditions: temperature 95 celsius. Starting materials: C(=O)(OCC1=CC=CC=C1)N1C[C@@H]2CN(C[C@@H]2C1)C1=C(C=C(C=C1)N1C(O[C@@H](C1)CCS(=O)(=O)[O-])=O)F ((R)-[[3-[4-[cis-3-(Carbobenzyloxy)-3,7-diazabicyclo[3.3.0]octan-7-yl]-3-fluorophenyl]-2-oxo-5-oxazolidinyl]methyl]methanesulfonate), C1CCOC1 (THF), C(C)(C)O (isopropanol), [OH-].[NH4+] (ammonium hydroxide). Procedure details: To a flame dried flask equipped with a nitrogen inlet is introduced (R)-[3-[4-[cis-3-(carbobenzyloxy)-3,7-diazabicyclo[3.3.0]octan-7-yl]-3-fluorophenyl]-2-oxo-5-oxazolidinyl]methanol (1.75 g, 3.84 mmol) and methylene chloride (100 mL) cooled to 0° C. Triethylamine (0.80 mL, 5.76 mmol) and methanesulfonyl chloride are added, stirred at 0° C. for 2 hours, and warmed to ambient temperature for 1 hour. The reaction is washed with water (30 mL), saturated sodium bicarbonate (30 mL), and saline (30 mL...